Task: describe an organic reaction: reactants, conditions, products, and yield. Dataset: the Open Reaction Database (ORD), a public repository of structured organic reaction records Reactants: [F-].C(CCC)[N+](CCCC)(CCCC)CCCC (Tetrabutylammonium fluoride), O=S1(CCC(CC1)C1=CNC2=C(C=C(C=C12)C=1SC(=CC1)CCC(C)(O[Si](CC)(CC)CC)C)C(=O)N)=O (3-(1,1-Dioxidotetrahydro-2H-thiopyran-4-yl)-5-(5-{3-methyl-3-[(triethylsilyl)oxy]butyl}-2-thienyl)-1H-indole-7-carboxamide), CCCC[N+](CCCC)(CCCC)CCCC.[F-] (TBAF). The solvent is O1CCCC1 (tetrahydrofuran). Run at time 2 hour. The product is O=S1(CCC(CC1)C1=CNC2=C(C=C(C=C12)C=1SC(=CC1)CCC(C)(C)O)C(=O)N)=O (3-(1,1-Dioxidotetrahydro-2H-thiopyran-4-yl)-5-[5-(3-hydroxy-3-methylbutyl)-2-thienyl]-1H-indole-7-carboxamide). Yield: 36.9%. Reaction SMILES: [O:1]=[S:2]1(=[O:38])[CH2:7][CH2:6][CH:5]([C:8]2[C:16]3[C:11](=[C:12]([C:35]([NH2:37])=[O:36])[CH:13]=[C:14]([C:17]4[S:18][C:19]([CH2:22][CH2:23][C:24]([CH3:34])([O:26][Si](CC)(CC)CC)[CH3:25])=[CH:20][CH:21]=4)[CH:15]=3)[NH:10][CH:9]=2)[CH2:4][CH2:3]1.[F-].C([N+](CCCC)(CCCC)CCCC)CCC>O1CCCC1>[O:38]=[S:2]1(=[O:1])[CH2:3][CH2:4][CH:5]([C:8]2[C:16]3[C:11](=[C:12]([C:35]([NH2:37])=[O:36])[CH:13]=[C:14]([C:17]4[S:18][C:19]([CH2:22][CH2:23][C:24]([OH:26])([CH3:34])[CH3:25])=[CH:20][CH:21]=4)[CH:15]=3)[NH:10][CH:9]=2)[CH2:6][CH2:7]1 |f:1.2|. Reported procedure: 3-(1,1-Dioxidotetrahydro-2H-thiopyran-4-yl)-5-(5-{3-methyl-3-[(triethylsilyl)oxy]butyl}-2-thienyl)-1H-indole-7-carboxamide (55 mg, 0.1 mmol) was dissolved in tetrahydrofuran (3 mL). Tetrabutylammonium fluoride (1 M in THF, 0.3 mL, 0.3 mmol) was added and the mixture was stirred at rt for 2 h. Additional TBAF (1 M in THF, 0.7 mL, 0.7 mmol) was added, and the mixture was stirred at 45° C. overnight. The reaction mixture was concentrated, re-diluted in dichloromethane (20 mL), and washed with water... The reactants are CC1(OB(OC1(C)C)C1=CC2=CC=C(C=C2C=C1)B1OC(C(O1)(C)C)(C)C)C (2,6-bis(4,4,5,5-tetramethyl-1,3,2-dioxaborolan-2-yl)naphthalene), IC1=CN=C(N1)[C@H]1N(CCC1)C(=O)OC(C)(C)C ((S)-tert-butyl 2-(5-iodo-1H-imidazol-2-yl)pyrrolidine-1-carboxylate). The reagents and catalysts are C=1C=CC(=CC1)[P](C=2C=CC=CC2)(C=3C=CC=CC3)[Pd]([P](C=4C=CC=CC4)(C=5C=CC=CC5)C=6C=CC=CC6)([P](C=7C=CC=CC7)(C=8C=CC=CC8)C=9C=CC=CC9)[P](C=1C=CC=CC1)(C=1C=CC=CC1)C=1C=CC=CC1 (Pd(Ph3P)4). The solvent is COCCOC (DME), O (water). Run at temperature 120 celsius. The product is CC1(OB(OC1(C)C)C=1C=C2C=CC(=CC2=CC1)C=1N=C(NC1)[C@H]1N(CCC1)C(=O)OC(C)(C)C)C ((S)-tert-butyl 2-(4-(6-(4,4,5,5-tetramethyl-1,3,2-dioxaborolan-2-yl)naphthalen-2-yl)-1H-imidazol-2-yl)pyrrolidine-1-carboxylate). The yield is 36.9%. As a reaction SMILES: [CH3:1][C:2]1([CH3:28])[C:6]([CH3:8])([CH3:7])[O:5][B:4]([C:9]2[CH:18]=[CH:17][C:16]3[C:11](=[CH:12][CH:13]=[C:14](B4OC(C)(C)C(C)(C)O4)[CH:15]=3)[CH:10]=2)[O:3]1.I[C:30]1[NH:34][C:33]([C@@H:35]2[CH2:39][CH2:38][CH2:37][N:36]2[C:40]([O:42][C:43]([CH3:46])([CH3:45])[CH3:44])=[O:41])=[N:32][CH:31]=1>COCCOC.O.C1C=CC([P]([Pd]([P](C2C=CC=CC=2)(C2C=CC=CC=2)C2C=CC=CC=2)([P](C2C=CC=CC=2)(C2C=CC=CC=2)C2C=CC=CC=2)[P](C2C=CC=CC=2)(C2C=CC=CC=2)C2C=CC=CC=2)(C2C=CC=CC=2)C2C=CC=CC=2)=CC=1>[CH3:7][C:6]1([CH3:8])[C:2]([CH3:28])([CH3:1])[O:3][B:4]([C:9]2[CH:10]=[C:11]3[C:16](=[CH:17][CH:18]=2)[CH:15]=[C:14]([C:30]2[N:34]=[C:33]([C@@H:35]4[CH2:39][CH2:38][CH2:37][N:36]4[C:40]([O:42][C:43]([CH3:46])([CH3:45])[CH3:44])=[O:41])[NH:32][CH:31]=2)[CH:13]=[CH:12]3)[O:5]1 |^1:57,59,78,97|. Procedure details: A 100 mL pressure vessel equipped with a magnetic stir bar was charged with 2,6-bis(4,4,5,5-tetramethyl-1,3,2-dioxaborolan-2-yl)naphthalene (2.00 g, 5.26 mmol), (S)-tert-butyl 2-(5-iodo-1H-imidazol-2-yl)pyrrolidine-1-carboxylate (2.10 g, 5.79 mmol) and Pd(Ph3P)4 (0.058 g, 0.05 mmol) in DME (47.8 mL) and water (4.8 mL). The solution was degassed under vacuum for 5 min and the reactor was back filled with nitrogen. The vessel was sealed and the reaction mixture was heated overnight at 120° C. The ... Starting materials: C1CCOC1, O=C(CCc1cccnc1)NCCCCC1CCNCC1, O=C=Nc1cccc2ccccc12. Product: O=C(CCc1cccnc1)NCCCCC1CCN(C(=O)Nc2cccc3ccccc23)CC1. RXN SMILES: [CH2:35]1[O:36][CH2:37][CH2:38][CH2:39]1.[NH:14]1[CH2:15][CH2:16][CH:17]([CH2:20][CH2:21][CH2:22][CH2:23][NH:24][C:25]([CH2:26][CH2:27][c:28]2[cH:29][n:30][cH:31][cH:32][cH:33]2)=[O:34])[CH2:18][CH2:19]1.[c:1]1([N:11]=[C:12]=[O:13])[cH:2][cH:3][cH:4][c:5]2[cH:6][cH:7][cH:8][cH:9][c:10]12>>[c:1]1([NH:11][C:12](=[O:13])[N:14]2[CH2:15][CH2:16][CH:17]([CH2:20][CH2:21][CH2:22][CH2:23][NH:24][C:25]([CH2:26][CH2:27][c:28]3[cH:29][n:30][cH:31][cH:32][cH:33]3)=[O:34])[CH2:18][CH2:19]2)[cH:2][cH:3][cH:4][c:5]2[cH:6][cH:7][cH:8][cH:9][c:10]12. The reactants are OC1=NC=2CCNC(C2C=C1)=O (2-hydroxy-7,8-dihydro-6H-[1,6]naphthyridin-5-one), P(=O)(Cl)(Cl)Cl (phosphorus oxychloride). Run at temperature 100 celsius, time 8 hour. Product: ClC1=NC=2CCNC(C2C=C1)=O (2-chloro-7,8-dihydro-1,6-naphthyridin-5(6H)-one). The yield is 36.0%. RXN SMILES: O[C:2]1[CH:11]=[CH:10][C:9]2[C:8](=[O:12])[NH:7][CH2:6][CH2:5][C:4]=2[N:3]=1.P(Cl)(Cl)([Cl:15])=O>>[Cl:15][C:2]1[CH:11]=[CH:10][C:9]2[C:8](=[O:12])[NH:7][CH2:6][CH2:5][C:4]=2[N:3]=1. Procedure details: A mixture of 2-hydroxy-7,8-dihydro-6H-[1,6]naphthyridin-5-one (17 g, 73.1 mmol) in phosphorus oxychloride (30 mL) was stirred at 100° C. for 8 h. The solvent was evaporated in vacuo. The mixture was basified with a saturated solution of NaHCO3 and extracted with EtOAc. The organic layer was separated, dried (Na2SO4), filtered and the solvents evaporated in vacuo. The crude product was purified by flash column chromatography (silica; petroleum ether/EtOAc 1/1). The desired fractions were collecte... Starting materials: CS(C)=O, CCOC(=O)N1CCC2(CC1)C(=O)NCN2c1ccc(F)cc1, [H-], CI, [Na+], c1ccccc1. The product is CCOC(=O)N1CCC2(CC1)C(=O)N(C)CN2c1ccc(F)cc1. Reaction SMILES: [CH3:24][S:25](=[O:26])[CH3:27].[F:1][c:2]1[cH:3][cH:4][c:5]([N:8]2[CH2:9][NH:10][C:11](=[O:23])[C:12]23[CH2:13][CH2:14][N:15]([C:18](=[O:19])[O:20][CH2:21][CH3:22])[CH2:16][CH2:17]3)[cH:6][cH:7]1.[H-:28].[I:30][CH3:31].[Na+:29].[cH:32]1[cH:33][cH:34][cH:35][cH:36][cH:37]1>>[F:1][c:2]1[cH:3][cH:4][c:5]([N:8]2[CH2:9][N:10]([CH3:24])[C:11](=[O:23])[C:12]23[CH2:13][CH2:14][N:15]([C:18](=[O:19])[O:20][CH2:21][CH3:22])[CH2:16][CH2:17]3)[cH:6][cH:7]1. Starting materials: COc1ccc2c(Cc3ccc(OCCN4CCCCC4)cc3)c(OS(=O)(=O)C(F)(F)F)ccc2c1, [Cs+], [F-], OB(O)c1cc(F)ccc1F. Yields the product COc1ccc2c(Cc3ccc(OCCN4CCCCC4)cc3)c(-c3cc(F)ccc3F)ccc2c1. As a reaction SMILES: [CH3:1][O:2][c:3]1[cH:4][c:5]2[cH:6][cH:7][c:8]([O:29][S:30]([C:31]([F:32])([F:33])[F:34])(=[O:35])=[O:36])[c:9]([CH2:13][c:14]3[cH:15][cH:16][c:17]([O:20][CH2:21][CH2:22][N:23]4[CH2:24][CH2:25][CH2:26][CH2:27][CH2:28]4)[cH:18][cH:19]3)[c:10]2[cH:11][cH:12]1.[Cs+:49].[F-:48].[F:37][c:38]1[c:39]([B:45]([OH:46])[OH:47])[cH:40][c:41]([F:44])[cH:42][cH:43]1>>[CH3:1][O:2][c:3]1[cH:4][c:5]2[cH:6][cH:7][c:8](-[c:39]3[c:38]([F:37])[cH:43][cH:42][c:41]([F:44])[cH:40]3)[c:9]([CH2:13][c:14]3[cH:15][cH:16][c:17]([O:20][CH2:21][CH2:22][N:23]4[CH2:24][CH2:25][CH2:26][CH2:27][CH2:28]4)[cH:18][cH:19]3)[c:10]2[cH:11][cH:12]1. Reactants: C1CCOC1, [Mg+]C1CCCC1, [Cl-], Cc1ccc(S(=O)(=O)Oc2c(-c3ccc(S(C)(=O)=O)cc3)cnn(-c3cccc(Cl)c3)c2=O)cc1, O. Yields the product CS(=O)(=O)c1ccc(-c2cnn(-c3cccc(Cl)c3)c(=O)c2C2CCCC2)cc1. RXN SMILES: [CH2:44]1[O:45][CH2:46][CH2:47][CH2:48]1.[CH:37]1([Mg+:42])[CH2:38][CH2:39][CH2:40][CH2:41]1.[Cl-:36].[Cl:1][c:2]1[cH:3][c:4](-[n:8]2[n:9][cH:10][c:11](-[c:26]3[cH:27][cH:28][c:29]([S:32](=[O:33])(=[O:34])[CH3:35])[cH:30][cH:31]3)[c:12]([O:15][S:16]([c:17]3[cH:18][cH:19][c:20]([CH3:21])[cH:22][cH:23]3)(=[O:24])=[O:25])[c:13]2=[O:14])[cH:5][cH:6][cH:7]1.[OH2:43]>>[Cl:1][c:2]1[cH:3][c:4](-[n:8]2[n:9][cH:10][c:11](-[c:26]3[cH:27][cH:28][c:29]([S:32](=[O:33])(=[O:34])[CH3:35])[cH:30][cH:31]3)[c:12]([CH:37]3[CH2:38][CH2:39][CH2:40][CH2:41]3)[c:13]2=[O:14])[cH:5][cH:6][cH:7]1. Starting materials: Cl (hydrochloric acid), CON=CC1=CC(=C(C=C1)[N+](=O)[O-])O (3-hydroxy-4-nitrobenzaldehyde O-methyloxime), C(=O)=O (carbon dioxide), [H][H] (hydrogen), [H][H] (hydrogen). The reagents and catalysts are [Pd] (palladium on carbon). Solvent: C(C)O (ethanol), O1CCCC1 (tetrahydrofuran). The product is Cl.Cl.NC1=C(C=C(C=C1)CN)O (2-amino-5-(aminomethyl)phenol dihydrochloride). The yield is 97.0%. RXN SMILES: CO[N:3]=[CH:4][C:5]1[CH:10]=[CH:9][C:8]([N+:11]([O-])=O)=[C:7]([OH:14])[CH:6]=1.C(=O)=O.[ClH:18].[H][H]>C(O)C.O1CCCC1.[Pd]>[ClH:18].[ClH:18].[NH2:11][C:8]1[CH:9]=[CH:10][C:5]([CH2:4][NH2:3])=[CH:6][C:7]=1[OH:14] |f:7.8.9|. Reported procedure: A solution of 3-hydroxy-4-nitrobenzaldehyde O-methyloxime (5.9 g, 30 mmol) in ethanol (100 mL) and tetrahydrofuran (100 mL) is degassed with solid carbon dioxide, then charged with 10% palladium on carbon (500 mg) and concentrated hydrochloric acid (5.5 mL). The mixture is shaken under 50 psi hydrogen gas until consumption of hydrogen had ceased. The mixture is then filtered through a pad of diatomaceous earth, and the filtrate is concentrated under reduced pressure to give 2-amino-5-(aminomethy... Run at time 8 hour. As a reaction SMILES: Cl.[C:2]([CH2:5][CH2:6][C@H:7]1[CH2:12][CH2:11][C@H:10]([N:13]2[CH2:17][CH2:16][N:15]([C:18]3[CH:19]=[N:20][C:21]4[CH2:27][CH2:26][N:25]([CH3:28])[CH2:24][CH2:23][C:22]=4[N:29]=3)[C:14]2=[O:30])[CH2:9][CH2:8]1)([OH:4])=[O:3].[CH2:31](O)[CH3:32]>>[CH2:31]([O:3][C:2]([CH2:5][CH2:6][C@H:7]1[CH2:8][CH2:9][C@H:10]([N:13]2[CH2:17][CH2:16][N:15]([C:18]3[CH:19]=[N:20][C:21]4[CH2:27][CH2:26][N:25]([CH3:28])[CH2:24][CH2:23][C:22]=4[N:29]=3)[C:14]2=[O:30])[CH2:11][CH2:12]1)=[O:4])[CH3:32]. Procedure: Gaseous hydrogen chloride is passed into 1.0 g of 1-[trans-4-(2-carboxyethyl)cyclohexyl]-3-(7-methyl-6,7,8,9-tetrahydro-5H-pyrazino[2,3-d]azepin-2-yl)imidazolidin-2-one in 30 ml of ethanol for 10 minutes and the mixture is subsequently heated under reflux for 1 hour. After standing at room temperature overnight, it is again heated to reflux, cooled and concentrated. The residue is stirred with dilute aqueous sodium carbonate solution. The solid is filtered off with suction, washed with water and... Yields the product C(C)OC(=O)CC[C@@H]1CC[C@H](CC1)N1C(N(CC1)C=1C=NC2=C(CCN(CC2)C)N1)=O (1-[trans-4-[2-(Ethoxycarbonyl)ethyl]cyclohexyl]-3-(7-methyl-6,7,8,9-tetrahydro-5H-pyrazino[2,3-d]azepin-2-yl)imidazolidin-2-one). Reactants: Cl (hydrogen chloride), C(=O)(O)CC[C@@H]1CC[C@H](CC1)N1C(N(CC1)C=1C=NC2=C(CCN(CC2)C)N1)=O (1-[trans-4-(2-carboxyethyl)cyclohexyl]-3-(7-methyl-6,7,8,9-tetrahydro-5H-pyrazino[2,3-d]azepin-2-yl)imidazolidin-2-one), C(C)O (ethanol).